Dataset: the Open Reaction Database (ORD), a public repository of structured organic reaction records. Task: describe an organic reaction: reactants, conditions, products, and yield Reactants: C1(CCCC1)OC1=CC=C(C=C1)N1C(N(C=C1)C1=CC=C(C=C1)O)=O (1-(4-Cyclopentyloxyphenyl)-3-(4-hydroxyphenyl)-1,3-dihydroimidazol-2-one), BrCCBr (1,2-dibromoethane). Yields the product BrCCOC1=CC=C(C=C1)N1C(N(C=C1)C1=CC=C(C=C1)OC1CCCC1)=O (1-[4-(2-Bromoethoxy)phenyl]-3-(4-cyclopentyloxyphenyl)-1,3-dihydroimidazol-2-one). Reaction SMILES: [CH:1]1([O:6][C:7]2[CH:12]=[CH:11][C:10]([N:13]3[CH:17]=[CH:16][N:15]([C:18]4[CH:23]=[CH:22][C:21]([OH:24])=[CH:20][CH:19]=4)[C:14]3=[O:25])=[CH:9][CH:8]=2)[CH2:5][CH2:4][CH2:3][CH2:2]1.[Br:26][CH2:27][CH2:28]Br>>[Br:26][CH2:27][CH2:28][O:24][C:21]1[CH:20]=[CH:19][C:18]([N:15]2[CH:16]=[CH:17][N:13]([C:10]3[CH:9]=[CH:8][C:7]([O:6][CH:1]4[CH2:2][CH2:3][CH2:4][CH2:5]4)=[CH:12][CH:11]=3)[C:14]2=[O:25])=[CH:23][CH:22]=1. Reported procedure: 1-(4-Cyclopentyloxyphenyl)-3-(4-hydroxyphenyl)-1,3-dihydroimidazol-2-one was reacted with 1,2-dibromoethane as described in example 5. The product with the molecular weight of 443.34 (C22H23BrN2O3); MS (ESI): 443 ([M+H]+) was obtained in this way. Reactants: CCOC(=O)CBr, O=C([O-])[O-], CN(C)c1ccccn1, CCOC(C)=O, ClC(Cl)Cl, Cl, O=C(Cl)c1ccc(F)cc1, [K+], [K+], Nc1ccccc1, CN(C)C=O, O. Yields the product CCOC(=O)CN(C(=O)c1ccc(F)cc1)c1ccccc1. As a reaction SMILES: [Br:7][CH2:8][C:9](=[O:10])[O:11][CH2:12][CH3:13].[C:1](=[O:2])([O-:3])[O-:4].[CH3:31][N:32]([c:33]1[cH:34][cH:35][cH:36][cH:37][n:38]1)[CH3:39].[CH3:45][CH2:46][O:47][C:48](=[O:49])[CH3:50].[CH:41]([Cl:42])([Cl:43])[Cl:44].[ClH:40].[F:21][c:22]1[cH:23][cH:24][c:25]([C:26](=[O:27])[Cl:28])[cH:29][cH:30]1.[K+:5].[K+:6].[NH2:14][c:15]1[cH:16][cH:17][cH:18][cH:19][cH:20]1.[O:52]=[CH:53][N:54]([CH3:55])[CH3:56].[OH2:51]>>[CH2:8]([C:9](=[O:10])[O:11][CH2:12][CH3:13])[N:14]([c:15]1[cH:16][cH:17][cH:18][cH:19][cH:20]1)[C:26]([c:25]1[cH:24][cH:23][c:22]([F:21])[cH:30][cH:29]1)=[O:27]. Reactants: O[Li].O (LiOH—H2O), solvent, ClC=1C=C(C=C2C=C(C(OC12)C(F)(F)F)C(=O)OCC)I (ethyl 8-chloro-6-iodo-2-(trifluoromethyl)-2H-chromene-3-carboxylate), Cl (HCl). Solvent: C1CCOC1.CO.O (THF MeOH H2O). Run at time 8 hour. The product is ClC=1C=C(C=C2C=C(C(OC12)C(F)(F)F)C(=O)O)I (8-Chloro-6-iodo-2-(trifluoromethyl)-2H-chromene-3-carboxylic acid). Yield: 88.3%. As a reaction SMILES: [Cl:1][C:2]1[CH:3]=[C:4]([I:21])[CH:5]=[C:6]2[C:11]=1[O:10][CH:9]([C:12]([F:15])([F:14])[F:13])[C:8]([C:16]([O:18]CC)=[O:17])=[CH:7]2.O[Li].O.Cl>C1COCC1.CO.O>[Cl:1][C:2]1[CH:3]=[C:4]([I:21])[CH:5]=[C:6]2[C:11]=1[O:10][CH:9]([C:12]([F:14])([F:13])[F:15])[C:8]([C:16]([OH:18])=[O:17])=[CH:7]2 |f:1.2,4.5.6|. Procedure: To 180 mg (0.42 mmole) of ethyl 8-chloro-6-iodo-2-(trifluoromethyl)-2H-chromene-3-carboxylate was added 100 mgs of LiOH—H2O and 5 mL of a solvent mixture of THF/MeOH/H2O (7:2:1). The mixture was heated to reflux for 30 min. and allowed to cool to rt. After standing overnight, the mixture was concd in vacuo, treated with 20 mL 1N HCl and allowed to stir. The mixture was extracted three times with Et2O, the combined extracts dried and concd in vacuo to give 150 mgs (88.3%) of an off-white solid: 1... Run in C(Cl)Cl (methylene chloride). Product: C(C1=CC=CC=C1)OC1=C(C=C2C(=C(C=NC2=C1)C#N)Cl)OC (7-benzyloxy-4-chloro-6-methoxy-quinoline-3-carbonitrile). Reagents/catalysts: CN(C=O)C (N,N-dimethylformamide). Reactants: C(C(=O)Cl)(=O)Cl (oxalyl chloride), C(C1=CC=CC=C1)OC1=C(C=C2C(=C(C=NC2=C1)C#N)O)OC (7-benzyloxy-4-hydroxy-6-methoxy-quinoline-3-carbonitrile), C([O-])(O)=O.[Na+] (sodium bicarbonate). Reaction SMILES: [CH2:1]([O:8][C:9]1[CH:18]=[C:17]2[C:12]([C:13](O)=[C:14]([C:19]#[N:20])[CH:15]=[N:16]2)=[CH:11][C:10]=1[O:22][CH3:23])[C:2]1[CH:7]=[CH:6][CH:5]=[CH:4][CH:3]=1.C(Cl)(=O)C([Cl:27])=O.C(=O)(O)[O-].[Na+]>C(Cl)Cl.CN(C)C=O>[CH2:1]([O:8][C:9]1[CH:18]=[C:17]2[C:12]([C:13]([Cl:27])=[C:14]([C:19]#[N:20])[CH:15]=[N:16]2)=[CH:11][C:10]=1[O:22][CH3:23])[C:2]1[CH:7]=[CH:6][CH:5]=[CH:4][CH:3]=1 |f:2.3|. Procedure: To a stirred suspension of 1 g of 7-benzyloxy-4-hydroxy-6-methoxy-quinoline-3-carbonitrile in 10 ml of methylene chloride was added 5 ml of oxalyl chloride (2M in methylene chloride), and 2 drops of N,N-dimethylformamide. The mixture was refluxed for 20 min and to it was slowly added aqueous sodium bicarbonate until the bubbling ceased. Following separation of the layers, the organic layer was evaporated to a small volume, then passed through a plug of magnesol. Elution with 50 ml methylene chlo... Starting materials: ClC(=O)OC1=CC=C(C=C1)OC1=NC=C(C=C1)C(F)(F)F (4-(5-trifluoromethyl-pyridin-2-yloxy)-phenyl chloroformate), Cl.C(C)N(CC1=CC=NC=C1)CC1CCNCC1 (ethyl-piperidin-4-ylmethyl-pyridin-4-ylmethyl-amine, hydrochloride), C(C)(C)NC(C)C (diisopropylamine). Product: FC(C=1C=CC(=NC1)OC1=CC=C(C=C1)OC(=O)N1CCC(CC1)CN(CC1=CC=NC=C1)CC)(F)F (4-[(Ethyl-pyridin-4-ylmethyl-amino)-methyl]-piperidine-1-carboxylic acid 4-(5-trifluoromethyl-pyridin-2-yloxy)-phenyl ester). As a reaction SMILES: Cl[C:2]([O:4][C:5]1[CH:10]=[CH:9][C:8]([O:11][C:12]2[CH:17]=[CH:16][C:15]([C:18]([F:21])([F:20])[F:19])=[CH:14][N:13]=2)=[CH:7][CH:6]=1)=[O:3].Cl.[CH2:23]([N:25]([CH2:33][CH:34]1[CH2:39][CH2:38][NH:37][CH2:36][CH2:35]1)[CH2:26][C:27]1[CH:32]=[CH:31][N:30]=[CH:29][CH:28]=1)[CH3:24].C(NC(C)C)(C)C>>[F:19][C:18]([F:21])([F:20])[C:15]1[CH:16]=[CH:17][C:12]([O:11][C:8]2[CH:9]=[CH:10][C:5]([O:4][C:2]([N:37]3[CH2:36][CH2:35][CH:34]([CH2:33][N:25]([CH2:23][CH3:24])[CH2:26][C:27]4[CH:32]=[CH:31][N:30]=[CH:29][CH:28]=4)[CH2:39][CH2:38]3)=[O:3])=[CH:6][CH:7]=2)=[N:13][CH:14]=1 |f:1.2|. Reported procedure: The title compound was prepared from 4-(5-trifluoromethyl-pyridin-2-yloxy)-phenyl chloroformate and ethyl-piperidin-4-ylmethyl-pyridin-4-ylmethyl-amine, hydrochloride, 5 equivalent of diisopropylamine was added, preparative HPLC (Method C) (25%, off-white crystals). HPLC-MS m/z=515.2 (M+1), Rt: 2.77 min. Reactants: CCCCC(NC(=O)OC(C)(C)C)C(=O)N(C)OC, COCCO[Al+]OCCOC, Cc1ccccc1, [Cl-], [H-], [Na+]. The product is CCCCC(C=O)NC(=O)OC(C)(C)C. Reaction SMILES: [CH3:13][O:14][N:15]([C:16](=[O:17])[CH:18]([CH2:19][CH2:20][CH2:21][CH3:22])[NH:23][C:24]([O:25][C:26]([CH3:27])([CH3:28])[CH3:29])=[O:30])[CH3:31].[CH3:2][O:3][CH2:4][CH2:5][O:6][Al+:7][O:8][CH2:9][CH2:10][O:11][CH3:12].[CH3:34][c:35]1[cH:36][cH:37][cH:38][cH:39][cH:40]1.[Cl-:33].[H-:1].[Na+:32]>>[CH:16](=[O:17])[CH:18]([CH2:19][CH2:20][CH2:21][CH3:22])[NH:23][C:24]([O:25][C:26]([CH3:27])([CH3:28])[CH3:29])=[O:30]. The solvent is C1CCOC1 (THF). The reactants are C(C)(C)(C)OC(=O)N1CCC(CC1)CC=C(Br)Br (1-(t-Butoxycarbonyl)-4-(3,3-dibromoprop-2-en-1-yl)piperidine), solution, C(CCC)[Li] (n-butyl lithium). The yield is 79.4%. Conditions: temperature -78 celsius, time 45 minute. Product: C(C)(C)(C)OC(=O)N1CCC(CC1)CC#C (1-(t-Butoxycarbonyl)-4-(prop-2-yn-1-yl)piperidine). Procedure details: To a solution of 118 mg (0.31 mmol) of 1-(t-butoxycarbonyl)-4-(3,3-dibromoprop-2-en-1-yl)piperidine from Step A in THF (4 mL) at −78° C. was added a 2.5M solution of n-butyl lithium (0.370 mL, 0.92 mmol). After stirring at −78° C. for 45 min, the reaction mixture was quenched with sat'd ammonium chloride (4 mL) and diluted with ether (25 mL). After separating the phases, the aqueous layer was extracted with ether. The combined organic phases were washed with brine, dried over magnesium sulfate a... RXN SMILES: [C:1]([O:5][C:6]([N:8]1[CH2:13][CH2:12][CH:11]([CH2:14][CH:15]=[C:16](Br)Br)[CH2:10][CH2:9]1)=[O:7])([CH3:4])([CH3:3])[CH3:2].C([Li])CCC>C1COCC1>[C:1]([O:5][C:6]([N:8]1[CH2:13][CH2:12][CH:11]([CH2:14][C:15]#[CH:16])[CH2:10][CH2:9]1)=[O:7])([CH3:4])([CH3:3])[CH3:2]. Reactants: C(CCC)N1C(N(C=2N=C(NC2C1=O)C)CCCC)=O (1,3-dibutyl-8-methyl-3,7-dihydro-purine-2,6-dione), 1485m, 2874m, 570m, 938m, 1537m, 751m, 1522s, 1620w, ClCCCS(=O)(=O)Cl (3-chloropropanesulfonyl chloride), 2959m, 1121s, 1183s, [K+].[Br-] (KBr), 1705s. Yields the product C(CCC)N1C(N(C=2N=C(N(C2C1=O)S(=O)(=O)CCCCl)C)CCCC)=O (1,3-Dibutyl-7-(3-chloro-propane-1-sulfonyl)-8-methyl-3,7-dihydro-purine-2,6-dione). Isolated yield 71.0%. Reaction SMILES: [CH2:1]([N:5]1[C:13](=[O:14])[C:12]2[NH:11][C:10]([CH3:15])=[N:9][C:8]=2[N:7]([CH2:16][CH2:17][CH2:18][CH3:19])[C:6]1=[O:20])[CH2:2][CH2:3][CH3:4].[Cl:21][CH2:22][CH2:23][CH2:24][S:25](Cl)(=[O:27])=[O:26].[K+].[Br-]>>[CH2:1]([N:5]1[C:13](=[O:14])[C:12]2[N:11]([S:25]([CH2:24][CH2:23][CH2:22][Cl:21])(=[O:27])=[O:26])[C:10]([CH3:15])=[N:9][C:8]=2[N:7]([CH2:16][CH2:17][CH2:18][CH3:19])[C:6]1=[O:20])[CH2:2][CH2:3][CH3:4] |f:2.3|. Procedure details: The title compound was prepared according to the procedure of example 3 except that 1,3-dibutyl-8-methyl-3,7-dihydro-purine-2,6-dione was used in place of 1,3-dibutyl-3,7-dihydro-purine-2,6-dione and 3-chloropropanesulfonyl chloride was used in place of methanesulfonyl chloride. Yield: 71%: mp: 76-78° C.; 1H NMR (300 MHz, CDCl3): δ 0.92-0.99 (m, 6H), 1.33-1.42 (m, 4H), 1.57-1.65 (m, 2H), 1.67-1.74 (m, 2H), 2.32-2.41 (m, 2H) 2.74 (s, 3H), 3.69 (t, J=6.2 Hz, 2H), 3.99 (t, J=7.6 Hz, 2H), 4.08 (t, J... Starting materials: C(CC)C=1C=C(C2=C(C(C=C(O2)C(=O)N)=O)C1)CCC (6,8-dipropyl-4-oxo-4H-1-benzopyran-2-carboxamide), Br (hydrogen bromide), O (water). Run in C(C)(=O)O (acetic acid), C(C)(=O)O (acetic acid). The product is C(CC)C=1C=C(C2=C(C(C=C(O2)C(=O)O)=O)C1)CCC (6,8-dipropyl-4-oxo-4H-1-benzopyran-2-carboxylic acid). Reaction SMILES: [CH2:1]([C:4]1[CH:5]=[C:6]([CH2:18][CH2:19][CH3:20])[C:7]2[O:12][C:11]([C:13](N)=[O:14])=[CH:10][C:9](=[O:16])[C:8]=2[CH:17]=1)[CH2:2][CH3:3].Br.[OH2:22]>C(O)(=O)C>[CH2:1]([C:4]1[CH:5]=[C:6]([CH2:18][CH2:19][CH3:20])[C:7]2[O:12][C:11]([C:13]([OH:22])=[O:14])=[CH:10][C:9](=[O:16])[C:8]=2[CH:17]=1)[CH2:2][CH3:3]. Procedure: A mixture of 1.0 parts of 6,8-dipropyl-4-oxo-4H-1-benzopyran-2-carboxamide, 20 parts of glacial acetic acid, and 20 parts of a solution of hydrogen bromide (45% weight/volume) in glacial acetic acid was heated at reflux for 3 hours, then added to water and extracted with chloroform. Extraction of the organic layer with saturated sodium bicarbonate solution, followed by acidification of the bicarbonate layer, afforded 0.16 parts of 6,8-dipropyl-4-oxo-4H-1-benzopyran-2-carboxylic acid, melting poi... Reactants: O=C1CC(CC(F)(F)Br)CN1Cn1ccnc1, ClC(Cl)Cl, C1=C2CCCCNN2CCC1. Yields the product O=C1CC(C=C(F)F)CN1Cn1ccnc1. Reaction SMILES: [Br:1][C:2]([CH2:3][CH:4]1[CH2:5][C:6](=[O:15])[N:7]([CH2:9][n:10]2[cH:11][n:12][cH:13][cH:14]2)[CH2:8]1)([F:16])[F:17].[Cl:29][CH:30]([Cl:31])[Cl:32].[N:18]12[CH2:19][CH2:20][CH2:21][CH:22]=[C:23]1[CH2:24][CH2:25][CH2:26][CH2:27][NH:28]2>>[C:2](=[CH:3][CH:4]1[CH2:5][C:6](=[O:15])[N:7]([CH2:9][n:10]2[cH:11][n:12][cH:13][cH:14]2)[CH2:8]1)([F:16])[F:17].